Dataset: the Open Reaction Database (ORD), a public repository of structured organic reaction records. Task: describe an organic reaction: reactants, conditions, products, and yield Starting materials: Cc1cc(C)cc(C(=O)N2CCC(N)CC2Cc2ccccc2)c1, Clc1nc2ccccc2n1Cc1cccs1, ClCCl, [Cu]. Yields the product Cc1cc(C)cc(C(=O)N2CCC(Nc3nc4ccccc4n3Cc3cccs3)CC2Cc2ccccc2)c1. RXN SMILES: [CH3:1][c:2]1[cH:3][c:4]([C:5](=[O:6])[N:7]2[CH:8]([CH2:14][c:15]3[cH:16][cH:17][cH:18][cH:19][cH:20]3)[CH2:9][CH:10]([NH2:13])[CH2:11][CH2:12]2)[cH:21][c:22]([CH3:24])[cH:23]1.[Cl:25][c:26]1[n:27][c:28]2[c:29]([n:30]1[CH2:31][c:32]1[s:33][cH:34][cH:35][cH:36]1)[cH:37][cH:38][cH:39][cH:40]2.[Cl:41][CH2:42][Cl:43].[Cu:44]>>[CH3:1][c:2]1[cH:3][c:4]([C:5](=[O:6])[N:7]2[CH:8]([CH2:14][c:15]3[cH:16][cH:17][cH:18][cH:19][cH:20]3)[CH2:9][CH:10]([NH:13][c:26]3[n:27][c:28]4[c:29]([n:30]3[CH2:31][c:32]3[s:33][cH:34][cH:35][cH:36]3)[cH:37][cH:38][cH:39][cH:40]4)[CH2:11][CH2:12]2)[cH:21][c:22]([CH3:24])[cH:23]1. Starting materials: BrC1C(N(C2=C(N(C1=O)C)C=CC=C2)C2=CC=CC=C2)=O (3-bromo-1-methyl-5-phenyl-1H-1,5-benzodiazepine-2,4-(3H, 5H)-dione), C(C1=CC=CC=C1)N (benzylamine). Solvent: O (water). Conditions: temperature 100 celsius. The product is CN1C(C(C(N(C2=C1C=CC=C2)C2=CC=CC=C2)=O)NCC2=CC=CC=C2)=O (1-methyl-5-phenyl-3-{(phenylmethyl)-amino}-1H-1,5-benzodiazepine-2,4(3H, 5H)-dione). Reaction SMILES: Br[CH:2]1[C:8](=[O:9])[N:7]([CH3:10])[C:6]2[CH:11]=[CH:12][CH:13]=[CH:14][C:5]=2[N:4]([C:15]2[CH:20]=[CH:19][CH:18]=[CH:17][CH:16]=2)[C:3]1=[O:21].[CH2:22]([NH2:29])[C:23]1[CH:28]=[CH:27][CH:26]=[CH:25][CH:24]=1>O>[CH3:10][N:7]1[C:6]2[CH:11]=[CH:12][CH:13]=[CH:14][C:5]=2[N:4]([C:15]2[CH:20]=[CH:19][CH:18]=[CH:17][CH:16]=2)[C:3](=[O:21])[CH:2]([NH:29][CH2:22][C:23]2[CH:28]=[CH:27][CH:26]=[CH:25][CH:24]=2)[C:8]1=[O:9]. Procedure: A mixture of 50 mg of the product of Step B and 2 ml of benzylamine was heated at 100° C. for 3 hours and the reaction medium was poured into water. The product obtained was separated, washed, and dried in the presence of phosphoric anhydride to obtain 50 mg of the sought product. Starting materials: [Si](C)(C)(C(C)(C)C)O[C@H]1C[C@@H](CC2=CC=C3[C@@H]4CC=C([C@@]4(C)CC[C@@H]3[C@@]12C)CO)O[Si](C)(C)C(C)(C)C (1α,3β-bis(tert-butyldimethylsilyloxy)-17-hydroxymethylandrosta-5,7,16-triene), [H-].[Na+] (sodium hydride), [Cl-].[NH4+] (ammonium chloride), CN(C(C=C)=O)C (N,N-dimethylacrylamide). Solvent: O1CCCC1 (tetrahydrofuran). Reaction conditions: time 30 minute. Yields the product [Si](C)(C)(C(C)(C)C)O[C@H]1C[C@@H](CC2=CC=C3[C@@H]4CC=C([C@@]4(C)CC[C@@H]3[C@@]12C)COCCC(=O)N(C)C)O[Si](C)(C)C(C)(C)C (1α,3β-bis(tert-butyldimethylsilyloxy)-17-(N,N-dimethylaminocarbonylethoxymethyl)androsta-5,7,16-triene). Yield: 93.2%. RXN SMILES: [Si:1]([O:8][C@@H:9]1[C@@:26]2([CH3:27])[C:13](=[CH:14][CH:15]=[C:16]3[C@@H:25]2[CH2:24][CH2:23][C@@:21]2([CH3:22])[C@H:17]3[CH2:18][CH:19]=[C:20]2[CH2:28][OH:29])[CH2:12][C@@H:11]([O:30][Si:31]([C:34]([CH3:37])([CH3:36])[CH3:35])([CH3:33])[CH3:32])[CH2:10]1)([C:4]([CH3:7])([CH3:6])[CH3:5])([CH3:3])[CH3:2].[H-].[Na+].[CH3:40][N:41]([CH3:46])[C:42](=[O:45])[CH:43]=[CH2:44].[Cl-].[NH4+]>O1CCCC1>[Si:1]([O:8][C@@H:9]1[C@@:26]2([CH3:27])[C:13](=[CH:14][CH:15]=[C:16]3[C@@H:25]2[CH2:24][CH2:23][C@@:21]2([CH3:22])[C@H:17]3[CH2:18][CH:19]=[C:20]2[CH2:28][O:29][CH2:44][CH2:43][C:42]([N:41]([CH3:46])[CH3:40])=[O:45])[CH2:12][C@@H:11]([O:30][Si:31]([C:34]([CH3:37])([CH3:36])[CH3:35])([CH3:32])[CH3:33])[CH2:10]1)([C:4]([CH3:7])([CH3:6])[CH3:5])([CH3:3])[CH3:2] |f:1.2,4.5|. Procedure details: To a solution of 1α,3β-bis(tert-butyldimethylsilyloxy)-17-hydroxymethylandrosta-5,7,16-triene (951 mg, 1.75 mmol) in tetrahydrofuran (17.5 ml), was added sodium hydride (60% in oil, 105 mg, 2.62 mmol), followed by stirring under nitrogen stream at room temperature for 30 min. After adding N,N-dimethylacrylamide (540 mg, 5.44 mmol), the solution was stirred at 5° C. for 14 hours, poured into a saturated aqueous ammonium chloride solution, extracted with ethyl acetate (3 times) and washed with sat... Yield: 68.0%. Yields the product CN1C(C(N=C(C2=C1C=CC=C2)C2=CC=CC=C2)NC(C(C)NS(=O)(=O)C2=C(C=CC=C2)C(F)(F)F)=O)=O (N-(1-Methyl-2-oxo-5-phenyl-2,3-dihydro-1H-benzo[e][1,4]diazepin-3-yl)-2-(2-trifluoromethyl-benzenesulfonylamino)-propionamide). Reaction SMILES: F[C:2]1[CH:7]=[CH:6][CH:5]=[CH:4][C:3]=1[S:8]([NH:11][CH:12]([CH3:36])[C:13]([NH:15][CH:16]1[C:22](=[O:23])[N:21]([CH3:24])[C:20]2[CH:25]=[CH:26][CH:27]=[CH:28][C:19]=2[C:18]([C:29]2[CH:34]=[CH:33][C:32](F)=[CH:31][CH:30]=2)=[N:17]1)=[O:14])(=[O:10])=[O:9].[F:37][C:38]([F:50])([F:49])C1C=CC=CC=1S(Cl)(=O)=O>>[CH3:24][N:21]1[C:20]2[CH:25]=[CH:26][CH:27]=[CH:28][C:19]=2[C:18]([C:29]2[CH:30]=[CH:31][CH:32]=[CH:33][CH:34]=2)=[N:17][CH:16]([NH:15][C:13](=[O:14])[CH:12]([NH:11][S:8]([C:3]2[CH:4]=[CH:5][CH:6]=[CH:7][C:2]=2[C:38]([F:50])([F:49])[F:37])(=[O:10])=[O:9])[CH3:36])[C:22]1=[O:23]. The reactants are FC1=C(C=CC=C1)S(=O)(=O)NC(C(=O)NC1N=C(C2=C(N(C1=O)C)C=CC=C2)C2=CC=C(C=C2)F)C (2-(2-Fluoro-benzenesulfonylamino)-N-[5-(4-fluoro-phenyl)-1-methyl-2-oxo-2,3-dihydro-1H-benzo[e][1,4]diazepin-3-yl]-propionamide), FC(C1=C(C=CC=C1)S(=O)(=O)Cl)(F)F (2-trifluoromethyl benzene sulfonyl chloride). Procedure: The compound of Example 53 was synthesized in a procedure analogous to the synthesis of the compound of Example 52 using 2-trifluoromethyl benzene sulfonyl chloride in 68% yield. MS (ESI) M+H=545.2 The reactants are C1(=CC=CC=C1)C1=CC=C(C=C1)CC(=O)O ((4′-biphenyl)acetic acid), C1(=CC=C(C=C1)S(=O)(=O)O)C (para-toluensulfonic acid). Solvent: C(C)O (ethanol). Yields the product C1(=CC=CC=C1)C1=CC=C(C=C1)CC(=O)OCC (ethyl (4′-biphenyl)acetate). The yield is 462.5%. Reaction SMILES: [C:1]1([C:7]2[CH:12]=[CH:11][C:10]([CH2:13][C:14]([OH:16])=[O:15])=[CH:9][CH:8]=2)[CH:6]=[CH:5][CH:4]=[CH:3][CH:2]=1.[C:17]1(C)C=CC(S(O)(=O)=O)=C[CH:18]=1>C(O)C>[C:1]1([C:7]2[CH:12]=[CH:11][C:10]([CH2:13][C:14]([O:16][CH2:17][CH3:18])=[O:15])=[CH:9][CH:8]=2)[CH:2]=[CH:3][CH:4]=[CH:5][CH:6]=1. Procedure details: A suspension of (4′-biphenyl)acetic acid (6.4 g) in 60 ml of ethanol is added with 1.1 g of para-toluensulfonic acid, then the reaction mixture is refluxed for 4 hours 30 minutes. The solvent is evaporated off, the residue is dissolved in diethyl ether and the resulting organic phase is washed three times with a saturated aqueous solution of sodium hydrogencarbonate and once with brine. The organic phase is then dried over sodium sulfate and the solvent is evaporated off to give 7.1 g of the pro...